This data is from the Open Reaction Database (ORD), a public repository of structured organic reaction records. The task is: describe an organic reaction: reactants, conditions, products, and yield Yields the product CS(=O)(=O)c1nc2cc(I)c(Cl)cc2n1Cc1ccccc1. The reactants are BrCc1ccccc1, CS(=O)(=O)c1nc2cc(I)c(Cl)cc2[nH]1, [H-], [Na+], CN(C)C=O. As a reaction SMILES: [Br:18][CH2:19][c:20]1[cH:21][cH:22][cH:23][cH:24][cH:25]1.[Cl:1][c:2]1[c:3]([I:15])[cH:4][c:5]2[c:6]([nH:7][c:8]([S:10](=[O:11])(=[O:12])[CH3:13])[n:9]2)[cH:14]1.[H-:17].[Na+:16].[O:26]=[CH:27][N:28]([CH3:29])[CH3:30]>>[Cl:1][c:2]1[c:3]([I:15])[cH:4][c:5]2[c:6]([n:7]([CH2:19][c:20]3[cH:21][cH:22][cH:23][cH:24][cH:25]3)[c:8]([S:10](=[O:11])(=[O:12])[CH3:13])[n:9]2)[cH:14]1.